Dataset: the Open Reaction Database (ORD), a public repository of structured organic reaction records. Task: describe an organic reaction: reactants, conditions, products, and yield The reactants are C(C)(C)(C)OC(NC1(CCC1)C1=CC=C(C=C1)C=1C(=CC=2N(N1)C(=C(N2)Cl)C2=CC=C(C=C2)F)C2=CC=CC=C2)=O ((1-{4-[2-Chloro-3-(4-fluorophenyl)-7-phenyl-imidazo[1,2-b]pyridazin-6-yl]-phenyl}-cyclobutyl)-carbamic acid tert-butyl ester). Solvent: Cl (hydrogen chloride), O1CCOCC1 (dioxane). The product is ClC=1N=C2N(N=C(C(=C2)C2=CC=CC=C2)C2=CC=C(C=C2)C2(CCC2)N)C1C1=CC=C(C=C1)F (1-{4-[2-chloro-3-(4-fluorophenyl)-7-phenyl-imidazo[1,2-b]pyridazin-6-yl]-phenyl}-cyclobutylamine). Reaction SMILES: C(OC(=O)[NH:7][C:8]1([C:12]2[CH:17]=[CH:16][C:15]([C:18]3[C:19]([C:35]4[CH:40]=[CH:39][CH:38]=[CH:37][CH:36]=4)=[CH:20][C:21]4[N:22]([C:24]([C:28]5[CH:33]=[CH:32][C:31]([F:34])=[CH:30][CH:29]=5)=[C:25]([Cl:27])[N:26]=4)[N:23]=3)=[CH:14][CH:13]=2)[CH2:11][CH2:10][CH2:9]1)(C)(C)C>Cl.O1CCOCC1>[Cl:27][C:25]1[N:26]=[C:21]2[CH:20]=[C:19]([C:35]3[CH:40]=[CH:39][CH:38]=[CH:37][CH:36]=3)[C:18]([C:15]3[CH:14]=[CH:13][C:12]([C:8]4([NH2:7])[CH2:11][CH2:10][CH2:9]4)=[CH:17][CH:16]=3)=[N:23][N:22]2[C:24]=1[C:28]1[CH:29]=[CH:30][C:31]([F:34])=[CH:32][CH:33]=1. Procedure details: 12.1 mg (0.98 mmol) (1-{4-[2-Chloro-3-(4-fluorophenyl)-7-phenyl-imidazo[1,2-b]pyridazin-6-yl]-phenyl}-cyclobutyl)-carbamic acid tert-butyl ester in 1 mL 4M hydrogen chloride in dioxane were stirred over night at room temperature. After evaporation of the solvent the residue was dissolved in methanol and given on a ForaPak Rxn CX column. The column was washed with 100 mL methanol and the product was eluted with methanol/NH3 yielding 9.8 mg (93.4%) of the title compound. The reactants are C(C)OCC (Diethylether), BrC[C@H](CO)C ((S)-(+)-3-bromo-2-methyl-1-propanol), O1CCCC=C1 (2,3-dihydro-4H-pyran), [NH+]1=CC=CC=C1.C1(=CC=C(C=C1)S(=O)(=O)[O-])C (Pyridinium 4-toluenesulfonate). The solvent is C(Cl)Cl (CH2Cl2). Conditions: time 5 hour. Product: BrC[C@H](COC1OCCCC1)C ((2S)-3-Bromo-2-methyl-1-((tetrahydropyran-2-yl)oxy)propane). Yield: 62.7%. As a reaction SMILES: [NH+]1C=CC=CC=1.C1(C)C=CC(S([O-])(=O)=O)=CC=1.[Br:18][CH2:19][C@@H:20]([CH3:23])[CH2:21][OH:22].[O:24]1[CH:29]=[CH:28][CH2:27][CH2:26][CH2:25]1.C(OCC)C>C(Cl)Cl>[Br:18][CH2:19][C@@H:20]([CH3:23])[CH2:21][O:22][CH:25]1[CH2:26][CH2:27][CH2:28][CH2:29][O:24]1 |f:0.1|. Procedure details: Pyridinium-4-toluenesulfonate (PPTs) (0.18g, 0.072 mmol) was dissolved in dry CH2Cl2 (30 mL), (S)-(+)-3-bromo-2-methyl-1-propanol (1.1 g, 7.2 mmol) and 2,3-dihydro-4H-pyran (DHP) (0.60 g, 7.2 mmol) were added. The mixture was stirred under a N2 atmosphere at room temperature for 5 h. Diethylether (20 mL) was added and the resulting mixture was washed with brine (820 mL), dried (MgSO4) and the solvents were removed In vacuo. This afforded a crude product which on ball-tube-distillation (90° C./0.... The reactants are CS(=O)(=O)OCCC=1OC2=C(C1)C=C(C=C2)C2=CC=C(C=C2)C#N (2-[5-(4-cyanophenyl)-1-benzofuran-2-yl]ethyl methanesulfonate), FC[C@H]1NCCC1 ((2S)-2-(fluoromethyl)pyrrolidine). Product: FC[C@H]1N(CCC1)CCC=1OC2=C(C1)C=C(C=C2)C2=CC=C(C#N)C=C2 (4-(2-{2-[(2S)-2-(fluoromethyl)-1-pyrrolidinyl]ethyl}-1-benzofuran-5-yl)benzonitrile). Reaction SMILES: CS(O[CH2:6][CH2:7][C:8]1[O:9][C:10]2[CH:16]=[CH:15][C:14]([C:17]3[CH:22]=[CH:21][C:20]([C:23]#[N:24])=[CH:19][CH:18]=3)=[CH:13][C:11]=2[CH:12]=1)(=O)=O.[F:25][CH2:26][C@@H:27]1[CH2:31][CH2:30][CH2:29][NH:28]1>>[F:25][CH2:26][C@@H:27]1[CH2:31][CH2:30][CH2:29][N:28]1[CH2:6][CH2:7][C:8]1[O:9][C:10]2[CH:16]=[CH:15][C:14]([C:17]3[CH:22]=[CH:21][C:20]([C:23]#[N:24])=[CH:19][CH:18]=3)=[CH:13][C:11]=2[CH:12]=1. Reported procedure: The product from Example 1C and the product from Example 164C were processed as described in Example 1D to provide the titled compound, except that potassium carbonate was substituted for sodium carbonate, and the reaction was run at 60° C. for 3 days, then worked up by pouring into toluene. The organic phase was extracted with 7:2:1 of water/N-methylpyrrolidinone/10% aqueous methanesulfonic acid, and the aqueous phase then covered with isopropyl acetate and adjusted to pH 11 with 50% aqueous Na... Starting materials: Oc1ccnc2c1CCN(Cc1ccccc1)C2, O=P(Cl)(Cl)Cl. Yields the product Clc1ccnc2c1CCN(Cc1ccccc1)C2. RXN SMILES: [CH2:1]([c:2]1[cH:3][cH:4][cH:5][cH:6][cH:7]1)[N:8]1[CH2:9][CH2:10][c:11]2[c:12]([OH:18])[cH:13][cH:14][n:15][c:16]2[CH2:17]1.[P:19]([Cl:20])([Cl:21])([Cl:22])=[O:23]>>[CH2:1]([c:2]1[cH:3][cH:4][cH:5][cH:6][cH:7]1)[N:8]1[CH2:9][CH2:10][c:11]2[c:12]([Cl:21])[cH:13][cH:14][n:15][c:16]2[CH2:17]1. Reactants: II (iodine), C(CCCCCCCC=CCC)(=O)OC (Methyl 9-dodecenoate), O (water), [OH-].[K+] (Potassium hydroxide). Run in hexanes, C(C)(C)O (isopropanol), C(C)(C)O (isopropanol), CCOC(=O)C (EtOAc). Product: C(CCCCCCCC=CCC)(=O)O (9-dodecenoic acid). The yield is 88.3%. RXN SMILES: [C:1]([O:14]C)(=[O:13])[CH2:2][CH2:3][CH2:4][CH2:5][CH2:6][CH2:7][CH2:8][CH:9]=[CH:10][CH2:11][CH3:12].O.[OH-].[K+].II>CCOC(C)=O.C(O)(C)C>[C:1]([OH:14])(=[O:13])[CH2:2][CH2:3][CH2:4][CH2:5][CH2:6][CH2:7][CH2:8][CH:9]=[CH:10][CH2:11][CH3:12] |f:2.3|. Reported procedure: Methyl 9-dodecenoate (1273 g, 6.00 mol), water (540 mL), and isopropanol (300 mL) were added to a 5 L, 4-neck round-bottom flask at room-temperature. The flask was fitted with an over-head stirrer, condenser, a thermocouple, and an addition flask. Nitrogen was passed through the headspace for thirty-minutes while stirring. Potassium hydroxide (10 M, 660 mL, 6.60 mol) was added drop-wise over thirty-minutes. After stirring for about 45 minutes, an exotherm was observed and the mixture became homo... The reactants are CN(C(=O)C1=CC(=C(C(=O)OCC2=CC=CC=C2)C=C1C=1C=NN(C1)C)OCC1=CC=CC=C1)C (phenylmethyl 4-[(dimethylamino)carbonyl]-5-(1-methyl-1H-pyrazol-4-yl)-2-[(phenylmethyl)oxy]benzoate), [OH-].[Li+] (lithium hydroxide), O (water), Cl (hydrochloric acid). Run in O1CCCC1 (tetrahydrofuran). Run at time 18 hour. Yields the product CN(C(=O)C1=CC(=C(C(=O)O)C=C1C=1C=NN(C1)C)OCC1=CC=CC=C1)C (4-[(Dimethylamino)carbonyl]-5-(1-methyl-1H-pyrazol-4-yl)-2-[(phenylmethyl)oxy]benzoic acid). RXN SMILES: [CH3:1][N:2]([CH3:35])[C:3]([C:5]1[C:20]([C:21]2[CH:22]=[N:23][N:24]([CH3:26])[CH:25]=2)=[CH:19][C:8]([C:9]([O:11]CC2C=CC=CC=2)=[O:10])=[C:7]([O:27][CH2:28][C:29]2[CH:34]=[CH:33][CH:32]=[CH:31][CH:30]=2)[CH:6]=1)=[O:4].[OH-].[Li+].O.Cl>O1CCCC1>[CH3:1][N:2]([CH3:35])[C:3]([C:5]1[C:20]([C:21]2[CH:22]=[N:23][N:24]([CH3:26])[CH:25]=2)=[CH:19][C:8]([C:9]([OH:11])=[O:10])=[C:7]([O:27][CH2:28][C:29]2[CH:34]=[CH:33][CH:32]=[CH:31][CH:30]=2)[CH:6]=1)=[O:4] |f:1.2|. Procedure details: To a solution of phenylmethyl 4-[(dimethylamino)carbonyl]-5-(1-methyl-1H-pyrazol-4-yl)-2-[(phenylmethyl)oxy]benzoate (may be prepared as described in Description 40; 195 mg, 0.42 mmol) in tetrahydrofuran (4 ml) was added lithium hydroxide (34 mg, 1.42 mmol) and water (1 ml). The mixture was for 18 hours then 2M hydrochloric acid (0.73 ml, 1.45 mmol) was added. The solvent removed in vacuo to give the title compound as a gum. 154 mg. Starting materials: Cn1cc(C2(C=O)CCCC2)c2ccccc21, CO, CC(C)c1cc(C(C)C)c(S(=O)(=O)NN)c(C(C)C)c1, N#C[K], C1CCOC1, O. Yields the product Cn1cc(C2(CC#N)CCCC2)c2ccccc21. As a reaction SMILES: [CH3:1][n:2]1[cH:3][c:4]([C:11]2([CH:16]=[O:17])[CH2:12][CH2:13][CH2:14][CH2:15]2)[c:5]2[cH:6][cH:7][cH:8][cH:9][c:10]12.[CH3:41][OH:42].[CH:18]([c:19]1[cH:20][c:21]([CH:22]([CH3:23])[CH3:24])[cH:25][c:26]([CH:27]([CH3:28])[CH3:29])[c:30]1[S:31]([NH:32][NH2:33])(=[O:34])=[O:35])([CH3:36])[CH3:37].[K:38][C:39]#[N:40].[O:43]1[CH2:44][CH2:45][CH2:46][CH2:47]1.[OH2:48]>>[CH3:1][n:2]1[cH:3][c:4]([C:11]2([CH2:16][C:39]#[N:40])[CH2:12][CH2:13][CH2:14][CH2:15]2)[c:5]2[cH:6][cH:7][cH:8][cH:9][c:10]12. Starting materials: CO, CCCCCC(COc1ccc(-c2ncc(OCCC(F)CCCC)cn2)cc1)OC1CCCCO1, [Na+], O=C([O-])O, Cc1ccc(S(=O)(=O)O)cc1. Yields the product CCCCCC(O)COc1ccc(-c2ncc(OCCC(F)CCCC)cn2)cc1. RXN SMILES: [CH3:53][OH:54].[F:1][CH:2]([CH2:3][CH2:4][O:5][c:6]1[cH:7][n:8][c:9](-[c:12]2[cH:13][cH:14][c:15]([O:18][CH2:19][CH:20]([CH2:21][CH2:22][CH2:23][CH2:24][CH3:25])[O:26][CH:27]3[CH2:28][CH2:29][CH2:30][CH2:31][O:32]3)[cH:16][cH:17]2)[n:10][cH:11]1)[CH2:33][CH2:34][CH2:35][CH3:36].[Na+:48].[OH:49][C:50](=[O:51])[O-:52].[c:37]1([CH3:38])[cH:39][cH:40][c:41]([S:42]([OH:43])(=[O:44])=[O:45])[cH:46][cH:47]1>>[F:1][CH:2]([CH2:3][CH2:4][O:5][c:6]1[cH:7][n:8][c:9](-[c:12]2[cH:13][cH:14][c:15]([O:18][CH2:19][CH:20]([CH2:21][CH2:22][CH2:23][CH2:24][CH3:25])[OH:26])[cH:16][cH:17]2)[n:10][cH:11]1)[CH2:33][CH2:34][CH2:35][CH3:36]. The reactants are Cl.C(N)(=N)C=1C=CC2=C(C=C(O2)C(=O)OCC)C1 (ethyl 5-amidino-2-benzofurancarboxylate hydrochloride), C(OC)(=O)Cl (methyl chlorocarbonate), [OH-].[Na+] (sodium hydroxide). Solvent: C(Cl)Cl (Methylene chloride), C(Cl)Cl (Methylene chloride). Conditions: time 10 minute. Product: COC(=O)NC(=N)C=1C=CC2=C(C=C(O2)C(=O)OCC)C1 (ethyl 5-(methoxycarbonylamidino)-2-benzofurancaroxylate). Yield: 81.5%. As a reaction SMILES: Cl.[C:2]([C:5]1[CH:6]=[CH:7][C:8]2[O:12][C:11]([C:13]([O:15][CH2:16][CH3:17])=[O:14])=[CH:10][C:9]=2[CH:18]=1)(=[NH:4])[NH2:3].[C:19](Cl)(=[O:22])[O:20][CH3:21].[OH-].[Na+]>C(Cl)Cl>[CH3:21][O:20][C:19]([NH:4][C:2]([C:5]1[CH:6]=[CH:7][C:8]2[O:12][C:11]([C:13]([O:15][CH2:16][CH3:17])=[O:14])=[CH:10][C:9]=2[CH:18]=1)=[NH:3])=[O:22] |f:0.1,3.4|. Procedure: Methylene chloride (2 ml) was added to ethyl 5-amidino-2-benzofurancarboxylate hydrochloride (100 mg, 0.372 mmol), and methyl chlorocarbonate (30 μl, 0.391 mmol) and then, a 0.2N aqueous sodium hydroxide solution (0.391 ml, 0.782 mmol) was added at room temperature, which was followed by vigorous stirring for 10 minutes. Methylene chloride (15 ml) was added to the reaction mixture. The mixture was washed with water and dried over anhydrous magnesium sulfate. After filtration, low boiling matters...